This data is from the Open Reaction Database (ORD), a public repository of structured organic reaction records. The task is: describe an organic reaction: reactants, conditions, products, and yield Reactants: BrCC1=CC=C(C=C1)B(O)O ((4-bromomethylphenyl)boronic acid), N1CCS(CC1)(=O)=O (thiomorpholine 1,1-dioxide), C([O-])([O-])=O.[K+].[K+] (potassium carbonate). Run in CC(=O)C (acetone). Conditions: temperature 40 celsius, time 18 hour. Yields the product B(O)(O)C1=CC=C(C=C1)CN1CCS(CC1)(=O)=O (4-[(4-boronophenyl)methyl]-thiomorpholine 1,1-dioxide). Isolated yield 99.0%. As a reaction SMILES: Br[CH2:2][C:3]1[CH:8]=[CH:7][C:6]([B:9]([OH:11])[OH:10])=[CH:5][CH:4]=1.[NH:12]1[CH2:17][CH2:16][S:15](=[O:19])(=[O:18])[CH2:14][CH2:13]1.C(=O)([O-])[O-].[K+].[K+]>CC(C)=O>[B:9]([C:6]1[CH:7]=[CH:8][C:3]([CH2:2][N:12]2[CH2:17][CH2:16][S:15](=[O:19])(=[O:18])[CH2:14][CH2:13]2)=[CH:4][CH:5]=1)([OH:11])[OH:10] |f:2.3.4|. Procedure details: A suspension of (4-bromomethylphenyl)boronic acid (2.00 g, 9.31 mmol), thiomorpholine 1,1-dioxide (1.50 g, 11.1 mmol), and potassium carbonate (2.60 g, 18.8 mmol) in acetone (25 mL) was stirred at 40° C. for 18 hours. The mixture was cooled to room temperature and the volatiles were evaporated. The residue was suspended in saturated aqueous ammonium chloride (100 mL). The aqueous phase was decanted from the waxy solid, rinsed with water (50 mL), and decanted again. The waxy solid was dissolved i... Starting materials: ClC(Cl)Cl, O=c1ccc2c([nH]1)C(Cl)CCC2, Cl, N, O, O, O, O, O=c1ccc2c([nH]1)C(O)CCC2. Yields the product O=C1CCCc2ccc(=O)[nH]c21. Reaction SMILES: [CH:31]([Cl:32])([Cl:33])[Cl:34].[Cl:2][CH:3]1[c:4]2[nH:5][c:6](=[O:7])[cH:8][cH:9][c:10]2[CH2:11][CH2:12][CH2:13]1.[ClH:1].[NH3:15].[OH2:14].[OH2:16].[OH2:17].[OH2:18].[OH:19][CH:20]1[CH2:21][CH2:22][CH2:23][c:24]2[cH:25][cH:26][c:27](=[O:30])[nH:28][c:29]21>>[O:19]=[C:20]1[CH2:21][CH2:22][CH2:23][c:24]2[cH:25][cH:26][c:27](=[O:30])[nH:28][c:29]21. Starting materials: CCOC(=O)C(C)(C)Br, O=C([O-])[O-], O=Cc1cc(OCc2ccccc2)ccc1O, [Cs+], [Cs+], CN(C)C=O. The product is CCOC(=O)C(C)(C)Oc1ccc(OCc2ccccc2)cc1C=O. Reaction SMILES: [Br:18][C:19]([C:20](=[O:21])[O:22][CH2:23][CH3:24])([CH3:25])[CH3:26].[C:27](=[O:28])([O-:29])[O-:30].[CH2:1]([c:2]1[cH:3][cH:4][cH:5][cH:6][cH:7]1)[O:8][c:9]1[cH:10][cH:11][c:12]([OH:17])[c:13]([CH:14]=[O:15])[cH:16]1.[Cs+:31].[Cs+:32].[O:33]=[CH:34][N:35]([CH3:36])[CH3:37]>>[CH2:1]([c:2]1[cH:3][cH:4][cH:5][cH:6][cH:7]1)[O:8][c:9]1[cH:10][cH:11][c:12]([O:17][C:19]([C:20](=[O:21])[O:22][CH2:23][CH3:24])([CH3:25])[CH3:26])[c:13]([CH:14]=[O:15])[cH:16]1. The reactants are CCN=C=NCCCN(C)C, Cl, NCC1C2CC3CC1CN(C3)C2, On1nnc2ccccc21, c1ccncc1, O=C(O)c1ccc2[nH]ccc2c1. As a reaction SMILES: [CH3:26][N:27]([CH3:28])[CH2:29][CH2:30][CH2:31][N:32]=[C:33]=[N:34][CH2:35][CH3:36].[ClH:25].[N:1]12[CH2:2][CH:3]3[CH:4]([CH2:11][NH2:12])[CH:5]([CH2:6][CH:7]([CH2:8]1)[CH2:9]3)[CH2:10]2.[OH:37][n:38]1[c:39]2[cH:40][cH:41][cH:42][cH:43][c:44]2[n:45][n:46]1.[cH:47]1[cH:48][cH:49][n:50][cH:51][cH:52]1.[nH:13]1[cH:14][cH:15][c:16]2[cH:17][c:18]([C:22](=[O:23])[OH:24])[cH:19][cH:20][c:21]12>>[N:1]12[CH2:2][CH:3]3[CH:4]([CH2:11][NH:12][C:22]([c:18]4[cH:17][c:16]5[cH:15][cH:14][nH:13][c:21]5[cH:20][cH:19]4)=[O:23])[CH:5]([CH2:6][CH:7]([CH2:8]1)[CH2:9]3)[CH2:10]2. The product is O=C(NCC1C2CC3CC1CN(C3)C2)c1ccc2[nH]ccc2c1. Run in CO (methanol). As a reaction SMILES: [Si]([O:8][CH2:9][C:10]1([CH3:40])[S:16][CH2:15][CH2:14][N:13]2[C:17]([C:20]3([C:23]4[CH:28]=[CH:27][C:26]([C:29]5[CH:34]=[CH:33][C:32]([C:35]([N:37]([CH3:39])[CH3:38])=[O:36])=[CH:31][CH:30]=5)=[CH:25][CH:24]=4)[CH2:22][CH2:21]3)=[N:18][N:19]=[C:12]2[CH2:11]1)(C(C)(C)C)(C)C.Cl>CO>[OH:8][CH2:9][C:10]1([CH3:40])[S:16][CH2:15][CH2:14][N:13]2[C:17]([C:20]3([C:23]4[CH:24]=[CH:25][C:26]([C:29]5[CH:30]=[CH:31][C:32]([C:35]([N:37]([CH3:39])[CH3:38])=[O:36])=[CH:33][CH:34]=5)=[CH:27][CH:28]=4)[CH2:22][CH2:21]3)=[N:18][N:19]=[C:12]2[CH2:11]1. Reported procedure: A solution of the compound (318 mg, 0.55 mmol) obtained in Example 6-1) and 4 M hydrochloric acid (1,4-dioxane solution, 0.69 mL) in methanol (2 mL) was stirred at room temperature for 21 h. The reaction mixture was concentrated under reduced pressure, saturated aqueous sodium hydrogencarbonate was added to the residue, the mixture was extracted with dichloromethane, and the organic layer was washed with saturated sodium chloride solution and dried with anhydrous sodium sulfate. After filtration... Product: OCC1(CC=2N(CCS1)C(=NN2)C2(CC2)C2=CC=C(C=C2)C2=CC=C(C=C2)C(=O)N(C)C)C (4′-{1-[8-(Hydroxymethyl)-8-methyl-5,6,8,9-tetrahydro[1,2,4]triazolo[4,3-d][1,4]thiazepine-3-yl]cyclopropyl}-N,N-dimethylbiphenyl-4-carboxamide). Yield: 55.0%. Starting materials: [Si](C)(C)(C(C)(C)C)OCC1(CC=2N(CCS1)C(=NN2)C2(CC2)C2=CC=C(C=C2)C2=CC=C(C=C2)C(=O)N(C)C)C (4′-{1-[8-({[Tert-butyl(dimethyl)silyl]oxy}methyl)-8-methyl-5,6,8,9-tetrahydro[1,2,4]triazolo[4,3-d][1,4]thiazepine-3-yl]cyclopropyl}-N,N-dimethylbiphenyl-4-carboxamide), Cl (hydrochloric acid).